From a dataset of the Open Reaction Database (ORD), a public repository of structured organic reaction records. describe an organic reaction: reactants, conditions, products, and yield Starting materials: C1=CC=CC=2C3=CC=CC=C3CC12 (fluorene), C(OCC)(OCC)=O (diethyl carbonate), C(OCC)(OCC)=O (diethyl carbonate), CC[O-].[K+] (potassium ethylate), Cl (hydrochloric acid). Run in O (water). Reaction conditions: temperature 20 celsius, time 5 hour. The product is C1=CC=CC=2C3=CC=CC=C3C(C12)C(=O)O (fluorene-9-carboxylic acid), crystals. The yield is 72.7%. As a reaction SMILES: [CH:1]1[C:13]2[CH2:12][C:11]3[C:6](=[CH:7][CH:8]=[CH:9][CH:10]=3)[C:5]=2[CH:4]=[CH:3][CH:2]=1.[C:14](=O)([O:18]CC)[O:15]CC.CC[O-].[K+].Cl>O>[CH:1]1[C:13]2[CH:12]([C:14]([OH:18])=[O:15])[C:11]3[C:6](=[CH:7][CH:8]=[CH:9][CH:10]=3)[C:5]=2[CH:4]=[CH:3][CH:2]=1 |f:2.3|. Reported procedure: A solution of 332 g (1.9 moles) of fluorene and 974 g (8.2 moles) of diethyl carbonate was added with cooling to keep the temperature no higher than 40° C. to a mixture of 584 g (4.6 moles) of diethyl carbonate and 186 g (2.2 moles) of potassium ethylate in a reaction vessel and the mixture was stirred at 65°-70° C. for 5 hours and was cooled to 20° C. The mixture was slowly poured into a solution of 220 g (2.2 moles) of hydrochloric acid and 500 g of water with cooling to keep the temperature a... Reactants: [Cl-].CC1=[N+](C(=CC(=C1)Cl)C)C1=CC=CC=C1 (2,6-dimethyl-N-phenyl-4-chloropyridinium chloride), C(C)NC1=CC=CC=C1 (N-ethylaniline). The solvent is C(C)O (ethanol). Yields the product [Cl-].CC1=[N+](C(=CC(=C1)N(C1=CC=CC=C1)CC)C)C1=CC=CC=C1 (2,6-dimethyl-4-(N-ethylanilino)-N-phenylpyridinium chloride). Yield: 56.0%. Reaction SMILES: [Cl-].[CH3:2][C:3]1[CH:8]=[C:7]([Cl:9])[CH:6]=[C:5]([CH3:10])[N+:4]=1[C:11]1[CH:16]=[CH:15][CH:14]=[CH:13][CH:12]=1.[CH2:17]([NH:19][C:20]1[CH:25]=[CH:24][CH:23]=[CH:22][CH:21]=1)[CH3:18]>C(O)C>[Cl-:9].[CH3:2][C:3]1[CH:8]=[C:7]([N:19]([CH2:17][CH3:18])[C:20]2[CH:25]=[CH:24][CH:23]=[CH:22][CH:21]=2)[CH:6]=[C:5]([CH3:10])[N+:4]=1[C:11]1[CH:16]=[CH:15][CH:14]=[CH:13][CH:12]=1 |f:0.1,4.5|. Procedure details: A mixture of 2,6-dimethyl-N-phenyl-4-chloropyridinium chloride (previously reported in Annalen, 1958, 617, 181-202) (2.19 g, 10 mM), N-ethylaniline (3.6 g, 30 mM) and ethanol (100 ml) was heated under reflux for 30 minutes. The solvent was removed by evaporation and the resultant syrup was purified by flash chromatography (Merck 9385 silica column, 180 g) using a 1:19 v/v mixture of methanol/methylene chloride as eluant. The resultant syrup was further purified by flash column chromatography usi... Reactants: C(N)(=O)C1=CC=C(C(=O)OC)C=C1 (methyl 4-carbamoylbenzoate), ClC1=CC=C(C(CBr)=O)C=C1 (4-chlorophenacyl bromide), CN(C=O)C (N,N-dimethylformamide). Solvent: C(C)O (ethanol). Reaction conditions: temperature 130 celsius, time 2 hour. Yields the product ClC1=CC=C(C=C1)C=1N=C(OC1)C1=CC=C(C(=O)OC)C=C1 (methyl 4-[4-(4-chlorophenyl)-2-oxazolyl]benzoate). Yield: 17.7%. Reaction SMILES: [C:1]([C:4]1[CH:13]=[CH:12][C:7]([C:8]([O:10][CH3:11])=[O:9])=[CH:6][CH:5]=1)(=[O:3])[NH2:2].[Cl:14][C:15]1[CH:24]=[CH:23][C:18]([C:19](=O)[CH2:20]Br)=[CH:17][CH:16]=1.CN(C)C=O>C(O)C>[Cl:14][C:15]1[CH:24]=[CH:23][C:18]([C:19]2[N:2]=[C:1]([C:4]3[CH:13]=[CH:12][C:7]([C:8]([O:10][CH3:11])=[O:9])=[CH:6][CH:5]=3)[O:3][CH:20]=2)=[CH:17][CH:16]=1. Procedure: A mixture of methyl 4-carbamoylbenzoate (4.67 g), 4-chlorophenacyl bromide (6.50 g) and N,N-dimethylformamide (5 ml) was stirred at 130° C. for 2 hours. Hot ethanol was added to the reaction mixture, which was filtered. The filtrate was cooled to obtain crystals of methyl 4-[4-(4-chlorophenyl)-2-oxazolyl]benzoate (1.45 g, Yield: 18%). The product was recrystallized from ethanol. Pale yellow prisms. Melting Point: 183 to 184° C. The reactants are FC(F)(F)[Si](C)(C)C ((trifluoromethyl)trimethylsilane), Cl (HCl), FC(C(=O)C1=CC=C(C=C1)OCCN(C1=CC(=C(C#N)C=C1)C(F)(F)F)CC(F)(F)F)(F)F (4-[(2-{[4-(Trifluoroacetyl)phenyl]oxy}ethyl)(2,2,2-trifluoroethyl)amino]-2-(trifluoromethyl)benzonitrile), FC(F)(F)[Si](C)(C)C ((trifluoromethyl)trimethylsilane), [F-].[Cs+] (CsF). Run in O (water), COCCOC (DME). Run at time 3 hour. Product: FC(CN(C1=CC(=C(C#N)C=C1)C(F)(F)F)CCOC1=CC=C(C=C1)C(C(F)(F)F)(C(F)(F)F)O)(F)F (4-{(2,2,2-Trifluoroethyl)[2-({4-[2,2,2-trifluoro-1-hydroxy-1-(trifluoromethyl)ethyl]phenyl}oxy)ethyl]amino}-2-(trifluoromethyl)benzonitrile). Isolated yield 41.8%. Reaction SMILES: [F:1][C:2]([F:33])([F:32])[C:3]([C:5]1[CH:10]=[CH:9][C:8]([O:11][CH2:12][CH2:13][N:14]([CH2:27][C:28]([F:31])([F:30])[F:29])[C:15]2[CH:22]=[CH:21][C:18]([C:19]#[N:20])=[C:17]([C:23]([F:26])([F:25])[F:24])[CH:16]=2)=[CH:7][CH:6]=1)=[O:4].[F:34][C:35]([Si](C)(C)C)([F:37])[F:36].[F-].[Cs+].Cl>COCCOC.O>[F:31][C:28]([F:30])([F:29])[CH2:27][N:14]([CH2:13][CH2:12][O:11][C:8]1[CH:7]=[CH:6][C:5]([C:3]([OH:4])([C:35]([F:37])([F:36])[F:34])[C:2]([F:32])([F:33])[F:1])=[CH:10][CH:9]=1)[C:15]1[CH:22]=[CH:21][C:18]([C:19]#[N:20])=[C:17]([C:23]([F:24])([F:25])[F:26])[CH:16]=1 |f:2.3|. Reported procedure: To a solution of 4-[(2-{[4-(trifluoroacetyl)phenyl]oxy}ethyl)(2,2,2-trifluoroethyl)amino]-2-(trifluoromethyl)benzonitrile (0.106 g, 0.22 mmol, example 37) and (trifluoromethyl)trimethylsilane (0.040 mL, 0.26 mmol) in dry DME at rt, under N2, was added anhydrous CsF (0.0020 g, 0.011 mmol). The mixture was stirred 3 h at rt and an additional portion of (trifluoromethyl)trimethylsilane (0.040 mL, 0.26 mmol) was added, and the mixture stirred another 2 h. 2N HCl (5 mL) was added, and the mixture was... Reactants: ClCCCl, COc1ccc(C(=O)NCc2cccc(C(=O)O)c2)cc1OC, CN1CCc2nc(N)sc2C1, CCN(C(C)C)C(C)C, CN(C)C=O, Oc1cccc2[nH]nnc12. Yields the product COc1ccc(C(=O)NCc2cccc(C(=O)Nc3nc4c(s3)CN(C)CC4)c2)cc1OC. Reaction SMILES: [CH2:24]([Cl:25])[CH2:26][Cl:27].[CH3:1][O:2][c:3]1[cH:4][c:5]([C:6](=[O:7])[NH:8][CH2:9][c:10]2[cH:11][c:12]([C:13](=[O:14])[OH:15])[cH:16][cH:17][cH:18]2)[cH:19][cH:20][c:21]1[O:22][CH3:23].[CH3:47][N:48]1[CH2:49][c:50]2[c:51]([n:54][c:55]([NH2:57])[s:56]2)[CH2:52][CH2:53]1.[CH:38]([N:39]([CH2:40][CH3:41])[CH:42]([CH3:43])[CH3:44])([CH3:45])[CH3:46].[O:58]=[CH:59][N:60]([CH3:61])[CH3:62].[OH:28][c:29]1[c:30]2[n:31][n:32][nH:33][c:34]2[cH:35][cH:36][cH:37]1>>[CH3:1][O:2][c:3]1[cH:4][c:5]([C:6](=[O:7])[NH:8][CH2:9][c:10]2[cH:11][c:12]([C:13](=[O:15])[NH:57][c:55]3[n:54][c:51]4[c:50]([s:56]3)[CH2:49][N:48]([CH3:47])[CH2:53][CH2:52]4)[cH:16][cH:17][cH:18]2)[cH:19][cH:20][c:21]1[O:22][CH3:23]. The reactants are NC=1C=C2C=CC=NC2=CC1 (6-Aminoquinoline), C1CC(=O)N(C1=O)OC(=O)ON2C(=O)CCC2=O (Di(N-succinimidyl) carbonate). Solvent: C(C)#N (acetonitrile), C(C)#N (acetonitrile). Yields the product C1CC(=O)N(C1=O)OC(=O)NC2=CC3=C(C=C2)N=CC=C3 (6-Aminoquinolyl-N-hydroxysuccinimidyl carbamate). Reaction SMILES: [NH2:1][C:2]1[CH:3]=[C:4]2[C:9](=[CH:10][CH:11]=1)[N:8]=[CH:7][CH:6]=[CH:5]2.[CH2:12]1[C:17](=[O:18])[N:16]([O:19][C:20](ON2C(=O)CCC2=O)=[O:21])[C:14](=[O:15])[CH2:13]1>C(#N)C>[CH2:12]1[C:17](=[O:18])[N:16]([O:19][C:20]([NH:1][C:2]2[CH:11]=[CH:10][C:9]3[N:8]=[CH:7][CH:6]=[CH:5][C:4]=3[CH:3]=2)=[O:21])[C:14](=[O:15])[CH2:13]1. Reported procedure: 6-Aminoquinolyl-N-hydroxysuccinimidyl carbamate was synthesized according to the following procedure. Acetonitrile (500 ml, Baker analyzed HPLC grade) was distilled to azeotropically remove any water present. The first 50 ml of acetonitrile was discarded. 6-Aminoquinoline (1.5 g, 10 mmol, Aldrich Chemical Co.) was dissolved in 50 ml of acetonitrile and placed in an addition funnel. Di(N-succinimidyl) carbonate (DSC; 3 g., 12 mmol, Fluka Chemical Co.) was dissolved in 100 ml. of acetonitrile and ... The reactants are FC(OC1=C(C=C(C=O)C=C1)OCC)F (4-difluoromethoxy-3-ethoxy-benzaldehyde), [Li]N([Si](C)(C)C)[Si](C)(C)C (LiN(TMS)2), mixture ( 1 ), mixture ( 2 ), Mixture ( 1 ), mixture ( 2 ), CS(=O)(=O)C (methyl sulfone), [Li]N([Si](C)(C)C)[Si](C)(C)C (LiN(TMS)2), B(F)(F)F (BF3). The solvent is C1CCOC1 (THF), CO (MeOH), C1CCOC1 (THF). Conditions: time 15 minute. Product: FC(OC1=C(C=C(C=C1)C(CS(=O)(=O)C)N)OCC)F (1-(4-difluoromethoxy-3-ethoxy-phenyl)-2-methanesulfonyl-ethylamine). Yield: 9.1%. RXN SMILES: [F:1][CH:2]([F:15])[O:3][C:4]1[CH:11]=[CH:10][C:7]([CH:8]=O)=[CH:6][C:5]=1[O:12][CH2:13][CH3:14].[Li][N:17]([Si](C)(C)C)[Si](C)(C)C.B(F)(F)F.[CH3:30][S:31]([CH3:34])(=[O:33])=[O:32]>CO.C1COCC1>[F:1][CH:2]([F:15])[O:3][C:4]1[CH:11]=[CH:10][C:7]([CH:8]([NH2:17])[CH2:30][S:31]([CH3:34])(=[O:33])=[O:32])=[CH:6][C:5]=1[O:12][CH2:13][CH3:14]. Procedure details: To the THF solution (100 ml) of 4-difluoromethoxy-3-ethoxy-benzaldehyde (21.0 g, 0.1 mol) was added dropwise LiN(TMS)2 (1M in THF, 100 ml, 0.1 mol) at 0° C. After 15 minutes of stirring, BF3.THF complex (22 ml, 0.2 mol) was added to the reaction mixture (1). To the THF solution (100 ml) of methyl sulfone (9.4 g, 0.1 mol) was added LiN(TMS)2 (1M in THF, 100 ml, 0.1 mol) at −78° C. The mixture (2) was stirred at −78° C. for 1 hour. Mixture (1) was added to the mixture (2) via a 2-way needle. The m...